The task is: describe an organic reaction: reactants, conditions, products, and yield. This data is from the Open Reaction Database (ORD), a public repository of structured organic reaction records. Reactants: CCN(C(C)C)C(C)C (DIPEA), C1(=CC=CC=C1)C1=CC(=NN1)C(=O)NCC(=O)O ([(5-phenyl-1H-pyrazole-3-carbonyl)-amino]-acetic acid), Cl.FC=1C=C(OC2CNC2)C=C(C1)C(F)(F)F (3-(3-fluoro-5-trifluoromethyl-phenoxy)-azetidine hydrochloride), C=1C=CC2=C(C1)N=NN2O (HOBt), CCN=C=NCCCN(C)C (EDCI), Intermediate 71. Solvent: CN(C)C=O (DMF). Product: FC=1C=C(OC2CN(C2)C(CNC(=O)C2=NNC(=C2)C2=CC=CC=C2)=O)C=C(C1)C(F)(F)F (5-phenyl-1H-pyrazole-3-carboxylic acid {2-[3-(3-fluoro-5-trifluoromethyl-phenoxy)-azetidin-1-yl]-2-oxo-ethyl}-amide). Isolated yield 24.4%. RXN SMILES: CCN(C(C)C)C(C)C.C1C=CC2N(O)N=NC=2C=1.CCN=C=NCCCN(C)C.[C:31]1([C:37]2[NH:41][N:40]=[C:39]([C:42]([NH:44][CH2:45][C:46]([OH:48])=O)=[O:43])[CH:38]=2)[CH:36]=[CH:35][CH:34]=[CH:33][CH:32]=1.Cl.[F:50][C:51]1[CH:52]=[C:53]([CH:59]=[C:60]([C:62]([F:65])([F:64])[F:63])[CH:61]=1)[O:54][CH:55]1[CH2:58][NH:57][CH2:56]1>CN(C=O)C>[F:50][C:51]1[CH:52]=[C:53]([CH:59]=[C:60]([C:62]([F:64])([F:63])[F:65])[CH:61]=1)[O:54][CH:55]1[CH2:58][N:57]([C:46](=[O:48])[CH2:45][NH:44][C:42]([C:39]2[CH:38]=[C:37]([C:31]3[CH:32]=[CH:33][CH:34]=[CH:35][CH:36]=3)[NH:41][N:40]=2)=[O:43])[CH2:56]1 |f:4.5|. Procedure details: DIPEA (143 mg, 1.1 mmol) followed by HOBt (39 mg, 0.29 mmol) and EDCI (56 mg, 0.29 mmol) was added to a stirred solution of [(5-phenyl-1H-pyrazole-3-carbonyl)-amino]-acetic acid (68 mg, 0.27 mmol) in DMF (2 mL) After 2 minutes of stirring, 3-(3-fluoro-5-trifluoromethyl-phenoxy)-azetidine hydrochloride (prepared by the method used for the synthesis of Intermediate 71) (75 mg, 0.27 mmol) was added and the resulting mixture was stirred at room temperature overnight. The reaction mixture was partiti... Starting materials: C1(CC1)NC=1C(=CC(=C(C1)N1CCN(CC1)C(=O)OC(C)(C)C)F)[N+](=O)[O-] (tert-Butyl 4-[5-(cyclopropylamino)-2-fluoro-4-nitrophenyl]-1-piperazinecarboxylate), Cl.C(C)OC(CC(=O)OCC)=N (ethyl 3-ethoxy-3-iminopropanoate hydrochloride), [H][H] (hydrogen). The reagents and catalysts are [Pd] (Pd/C). Run in CO (methanol). Product: C(C)(C)(C)OC(=O)N1CCN(CC1)C=1C(=CC2=C(N(C(=N2)CC(=O)OCC)C2CC2)C1)F (ethyl 6-[4-(tert-butoxycarbonyl)-1-piperazinyl]-1-cyclopropyl-5-fluoro-2-benzimidazoleacetate). The yield is 76.8%. Reaction SMILES: [CH:1]1([NH:4][C:5]2[C:6]([N+:25]([O-])=O)=[CH:7][C:8]([F:24])=[C:9]([N:11]3[CH2:16][CH2:15][N:14]([C:17]([O:19][C:20]([CH3:23])([CH3:22])[CH3:21])=[O:18])[CH2:13][CH2:12]3)[CH:10]=2)[CH2:3][CH2:2]1.[H][H].Cl.C(O[C:34](=N)[CH2:35][C:36]([O:38][CH2:39][CH3:40])=[O:37])C>CO.[Pd]>[C:20]([O:19][C:17]([N:14]1[CH2:15][CH2:16][N:11]([C:9]2[C:8]([F:24])=[CH:7][C:6]3[N:25]=[C:34]([CH2:35][C:36]([O:38][CH2:39][CH3:40])=[O:37])[N:4]([CH:1]4[CH2:2][CH2:3]4)[C:5]=3[CH:10]=2)[CH2:12][CH2:13]1)=[O:18])([CH3:22])([CH3:23])[CH3:21] |f:2.3|. Reported procedure: tert-Butyl 4-[5-(cyclopropylamino)-2-fluoro-4-nitrophenyl]-1-piperazinecarboxylate (17.21 g, 45.2 mmol) is dissolved in methanol (500 ml) and hydrogenated with 5 percent Pd/C (500 mg) under hydrogen at normal pressure. The hydrogen uptake amounts to 3.04 l. The palladium/carbon is filtered off under an inert gas and the methanol is distilled off under reduced pressure. The residue is dried in a high vacuum, then dissolved in DMF (150 ml) and treated with ethyl 3-ethoxy-3-iminopropanoate hydrochl... Reactants: ClC1=NC=CC(=N1)C=1C=C(CNCC2=CC=NC=C2)C=CC1 ([3-(2-Chloro-pyrimidin-4-yl)-benzyl]-pyridin-4-ylmethyl-amine), CS(=O)(=O)Cl (methanesulfonyl chloride), 389. As a reaction SMILES: [Cl:1][C:2]1[N:7]=[C:6]([C:8]2[CH:9]=[C:10]([CH:20]=[CH:21][CH:22]=2)[CH2:11][NH:12][CH2:13][C:14]2[CH:19]=[CH:18][N:17]=[CH:16][CH:15]=2)[CH:5]=[CH:4][N:3]=1.[CH3:23][S:24](Cl)(=[O:26])=[O:25]>>[Cl:1][C:2]1[N:7]=[C:6]([C:8]2[CH:9]=[C:10]([CH:20]=[CH:21][CH:22]=2)[CH2:11][N:12]([CH2:13][C:14]2[CH:19]=[CH:18][N:17]=[CH:16][CH:15]=2)[S:24]([CH3:23])(=[O:26])=[O:25])[CH:5]=[CH:4][N:3]=1. Procedure details: Intermediate 14 was coupled with methanesulfonyl chloride following procedure D. LC-MS showed the product had the expected M+H+ of 389. Yields the product ClC1=NC=CC(=N1)C=1C=C(CN(S(=O)(=O)C)CC2=CC=NC=C2)C=CC1 (N-[3-(2-Chloro-pyrimidin-4-yl)-benzyl]-N-pyridin-4-ylmethyl-methanesulfonamide). Reactants: FC1=C(C=O)C=CC=C1 (2-fluoro benzaldehyde), [Na+].C1(=CC=CC=C1)S(=O)[O-] (benzene sulfinic acid sodium salt), O (water), sulfinic acid. Run in CS(=O)C (dimethyl sulfoxide). Run at temperature 100 celsius. Product: C1(=CC=CC=C1)S(=O)(=O)C1=C(C=O)C=CC=C1 (2-(phenylsulfonyl)benzaldehyde). Reaction SMILES: F[C:2]1[CH:9]=[CH:8][CH:7]=[CH:6][C:3]=1[CH:4]=[O:5].[Na+].[C:11]1([S:17]([O-:19])=[O:18])[CH:16]=[CH:15][CH:14]=[CH:13][CH:12]=1.O>CS(C)=O>[C:11]1([S:17]([C:2]2[CH:9]=[CH:8][CH:7]=[CH:6][C:3]=2[CH:4]=[O:5])(=[O:19])=[O:18])[CH:16]=[CH:15][CH:14]=[CH:13][CH:12]=1 |f:1.2|. Procedure: To a solution of 2-fluoro benzaldehyde (5.00 ml, 47.6 mmol) in dimethyl sulfoxide (45 ml) was added benzene sulfinic acid sodium salt (8.60 g, 52.4 mmol) and the resulting mixture heated to 100° C. Upon heating the sulfinic acid salt dissolved. The solution was heated at 100° C. for 3 days. The reaction was cooled to room temperature and water (50 ml) added. This mixture was extracted with ethyl acetate, the combined organic extracts were washed with saturated brine, dried over MgSO4 and concent... As a reaction SMILES: [CH2:29]([CH2:30][CH3:31])[NH2:32].[CH3:33][CH2:34][O:35][CH2:36][CH3:37].[CH3:5][C:6]1([CH3:28])[CH2:7][CH2:8][O:9][c:10]2[cH:11][cH:12][c:13]([C:16](=[CH:17][c:18]3[cH:19][cH:20][c:21]([C:22](=[O:23])[OH:24])[cH:25][cH:26]3)[CH3:27])[cH:14][c:15]21.[CH:1]([Cl:2])([Cl:3])[Cl:4].[Na+:39].[OH-:38]>>[CH3:5][C:6]1([CH3:28])[CH2:7][CH2:8][O:9][c:10]2[cH:11][cH:12][c:13]([C:16](=[CH:17][c:18]3[cH:19][cH:20][c:21]([C:22](=[O:23])[NH:32][CH2:29][CH2:30][CH3:31])[cH:25][cH:26]3)[CH3:27])[cH:14][c:15]21. Starting materials: CCCN, CCOCC, CC(=Cc1ccc(C(=O)O)cc1)c1ccc2c(c1)C(C)(C)CCO2, ClC(Cl)Cl, [Na+], [OH-]. Yields the product CCCNC(=O)c1ccc(C=C(C)c2ccc3c(c2)C(C)(C)CCO3)cc1. The reactants are NC=1SC[C@H]2[C@@](N1)(CO[C@H](C2)C2CC2)C=2C=C(C#N)C=CC2F (3-[(4aR,6R,8aS)-2-amino-6-cyclopropyl-4,4a,5,6-tetrahydropyrano[3,4-d][1,3]thiazin-8a(8H)-yl]-4-fluorobenzonitrile), phase B, C(C)#N (acetonitrile), phase A, N (ammonia). The product is FC1=C(C=C(C=C1)CN[C@@H](COC)C)[C@@]12N=C(SC[C@@H]1C[C@@H](OC2)C=2C=NN(C2)C)N ((4aR*,6R*,8aS*)-8a-[2-fluoro-5-({[(2R)-1-methoxypropan-2-yl]amino}methyl)phenyl]-6-(1-methyl-1H-pyrazol-4-yl)-4,4a,5,6,8,8a-hexahydropyrano[3,4-d][1,3]thiazin-2-amine). RXN SMILES: [NH2:1][C:2]1[S:3][CH2:4][C@@H:5]2[CH2:11][C@H:10]([CH:12]3[CH2:14][CH2:13]3)[O:9][CH2:8][C@:6]2([C:15]2[CH:16]=[C:17]([CH:20]=[CH:21][C:22]=2[F:23])[C:18]#[N:19])[N:7]=1.[NH3:24].[C:25](#[N:27])C>>[F:23][C:22]1[CH:21]=[CH:20][C:17]([CH2:18][NH:19][C@H:6]([CH3:5])[CH2:8][O:9][CH3:10])=[CH:16][C:15]=1[C@:6]12[CH2:8][O:9][C@@H:10]([C:12]3[CH:13]=[N:24][N:27]([CH3:25])[CH:14]=3)[CH2:11][C@H:5]1[CH2:4][S:3][C:2]([NH2:1])=[N:7]2. Procedure: Compound C87 was converted to the product according to the method described for synthesis of 13 in Example 13. In this case, reversed phase HPLC (Column: Phenomenex Gemini C18, 8 μm; Mobile phase A: aqueous ammonia, pH 10; Mobile phase B: acetonitrile; Gradient: 30% to 50% B) afforded the product as a white gum. By 1H NMR analysis, this was judged to consist of a mixture of the expected diastereomers. Yield: 37 mg, 83 μmol, 25%. LCMS m/z 448.3 [M+H+]. 1H NMR (400 MHz, DMSO-d6), characteristic pe... Starting materials: CC(=O)O[BH-](OC(C)=O)OC(C)=O, ClCCl, [Na+], O=Cc1ccccn1, CC(NCc1cccc(CN(Cc2nc3ccccc3[nH]2)C2CCCc3cccnc32)c1)c1ccccc1. Yields the product CC(c1ccccc1)N(Cc1cccc(CN(Cc2nc3ccccc3[nH]2)C2CCCc3cccnc32)c1)Cc1ccccn1. RXN SMILES: [C:47]([O:48][BH-:49]([O:50][C:51](=[O:52])[CH3:53])[O:54][C:55](=[O:56])[CH3:57])(=[O:58])[CH3:59].[Cl:61][CH2:62][Cl:63].[Na+:60].[n:1]1[c:2]([CH:7]=[O:8])[cH:3][cH:4][cH:5][cH:6]1.[nH:9]1[c:10]([CH2:18][N:19]([CH:20]2[CH2:21][CH2:22][CH2:23][c:24]3[cH:25][cH:26][cH:27][n:28][c:29]32)[CH2:30][c:31]2[cH:32][c:33]([CH2:37][NH:38][CH:39]([CH3:40])[c:41]3[cH:42][cH:43][cH:44][cH:45][cH:46]3)[cH:34][cH:35][cH:36]2)[n:11][c:12]2[c:13]1[cH:14][cH:15][cH:16][cH:17]2>>[n:1]1[c:2]([CH2:7][N:38]([CH2:37][c:33]2[cH:32][c:31]([CH2:30][N:19]([CH2:18][c:10]3[nH:9][c:13]4[c:12]([n:11]3)[cH:17][cH:16][cH:15][cH:14]4)[CH:20]3[CH2:21][CH2:22][CH2:23][c:24]4[cH:25][cH:26][cH:27][n:28][c:29]43)[cH:36][cH:35][cH:34]2)[CH:39]([CH3:40])[c:41]2[cH:42][cH:43][cH:44][cH:45][cH:46]2)[cH:3][cH:4][cH:5][cH:6]1. Starting materials: CC(=O)[O-], CCOCC, O=C(C(Cl)Cl)C(F)(F)F, CC(C)Oc1cc(NN)c(F)cc1Cl, [Na+], O. Yields the product CC(C)Oc1cc(NN=CC(=O)C(F)(F)F)c(F)cc1Cl. RXN SMILES: [CH3:2][C:3](=[O:4])[O-:5].[CH3:30][CH2:31][O:32][CH2:33][CH3:34].[Cl:6][CH:7]([C:8](=[O:9])[C:10]([F:11])([F:12])[F:13])[Cl:14].[F:15][c:16]1[c:17]([NH:27][NH2:28])[cH:18][c:19]([O:23][CH:24]([CH3:25])[CH3:26])[c:20]([Cl:22])[cH:21]1.[Na+:1].[OH2:29]>>[CH:7]([C:8](=[O:9])[C:10]([F:11])([F:12])[F:13])=[N:28][NH:27][c:17]1[c:16]([F:15])[cH:21][c:20]([Cl:22])[c:19]([O:23][CH:24]([CH3:25])[CH3:26])[cH:18]1. The reactants are C12(CC3CC(CC(C1)C3)C2)C=2C=C(C=CC2OC)C#C (3-(1-adamantyl)-4-methoxyphenylacetylene), BrC=1SC=C(C1)C(=O)OCC (ethyl 2-bromo-4-thiophenecarboxylate). Yields the product C12(CC3CC(CC(C1)C3)C2)C=2C=C(C=CC2OC)C#CC=2SC=C(C2)C(=O)OCC (ethyl 2-[3-(1-Adamantyl)-4-methoxyphenylethynyl]-4-thiophenecarboxylate). RXN SMILES: [C:1]12([C:11]3[CH:12]=[C:13]([C:19]#[CH:20])[CH:14]=[CH:15][C:16]=3[O:17][CH3:18])[CH2:10][CH:5]3[CH2:6][CH:7]([CH2:9][CH:3]([CH2:4]3)[CH2:2]1)[CH2:8]2.Br[C:22]1[S:23][CH:24]=[C:25]([C:27]([O:29][CH2:30][CH3:31])=[O:28])[CH:26]=1>>[C:1]12([C:11]3[CH:12]=[C:13]([C:19]#[C:20][C:22]4[S:23][CH:24]=[C:25]([C:27]([O:29][CH2:30][CH3:31])=[O:28])[CH:26]=4)[CH:14]=[CH:15][C:16]=3[O:17][CH3:18])[CH2:8][CH:7]3[CH2:9][CH:3]([CH2:4][CH:5]([CH2:6]3)[CH2:10]1)[CH2:2]2. Reported procedure: In a manner analogous to Example 1(b) above, by reaction of 3.2 g (12 mmol) of 3-(1-adamantyl)-4-methoxyphenylacetylene with 2.8 g (12 mmol) of ethyl 2-bromo-4-thiophenecarboxylate, there were obtained, after chromatography on a silica column eluted with a mixture of hexane and ethyl acetate, 2.4 g (48%) of the expected ethyl ester with the melting point 88°-90° C. The reactants are O.O.O.C(C)(=O)[O-].[Na+] (sodium acetate trihydrate), C(C=C)(=O)O (acrylic acid), OCCCCCCOC1=CC=C(C(=O)O)C=C1 (4-(6-hydroxyhexyloxy)benzoic acid), C1(O)=CC=C(O)C=C1 (hydroquinone), C1(=CC=C(C=C1)S(=O)(=O)O)C (p-toluenesulfonic acid). The solvent is O (water), C(Cl)(Cl)Cl (chloroform), O (water). Conditions: temperature 4 celsius, time 2 hour. Product: C(C=C)(=O)OCCCCCCOC1=CC=C(C(=O)O)C=C1 (4-(6-acrylyloxyhexyloxy)benzoic acid). The yield is 79.9%. RXN SMILES: [C:1]([OH:5])(=[O:4])[CH:2]=[CH2:3].O[CH2:7][CH2:8][CH2:9][CH2:10][CH2:11][CH2:12][O:13][C:14]1[CH:22]=[CH:21][C:17]([C:18]([OH:20])=[O:19])=[CH:16][CH:15]=1.C1(C=CC(O)=CC=1)O.C1(C)C=CC(S(O)(=O)=O)=CC=1.O.O.O.C([O-])(=O)C.[Na+]>O.C(Cl)(Cl)Cl>[C:1]([O:5][CH2:7][CH2:8][CH2:9][CH2:10][CH2:11][CH2:12][O:13][C:14]1[CH:15]=[CH:16][C:17]([C:18]([OH:20])=[O:19])=[CH:21][CH:22]=1)(=[O:4])[CH:2]=[CH2:3] |f:4.5.6.7.8|. Procedure details: 90.1 g of acrylic acid (1.25 mol), 29.8 g of 4-(6-hydroxyhexyloxy)benzoic acid, 4.5 g of hydroquinone, 4.5 g of p-toluenesulfonic acid and 300 ml of chloroform were placed in a sulfonation flask having a stirrer, water separator and reflux condenser. The mixture was heated to reflux for about 20 hours and then treated with a solution of 3.25 g of sodium acetate trihydrate in 10 ml of water. The chloroform and the excess acrylic acid were subsequently distilled off on a rotary evaporator. The res...